Task: describe an organic reaction: reactants, conditions, products, and yield. Dataset: the Open Reaction Database (ORD), a public repository of structured organic reaction records Starting materials: C(#N)C=1C=C(COC2=CC=C(C[C@]3(N(C(O[C@@H]3CC(C)C)(C)C)CN)S(=O)(=O)C3=CC4=C(C=C3)OCO4)C=C2)C=CC1 ((4S,5R)-4-[4-(3-cyanobenzyloxy)-benzyl]-5-i-butyl-[(3,4-methylenedioxyphenyl)sulfonyl]-aminomethyl-2,2-dimethyl-oxazolidine), C(C1=CC=CC=C1)OC1=CC=C(C[C@@H]([C@@H](CN(CC(C)C)S(=O)(=O)C2=CC(=C(C=C2)O)C)O)NC(O[C@H]2CO[C@H]3OCC[C@H]32)=O)C=C1 ((3R,3aS,6aR)-hexahydrofuro[2,3-b]furan-3-yl (1S,2R)-1-[4-(benzyloxy)benzyl]-2-hydroxy-3-[[(4-hydroxy-3-methylphenyl)sulfonyl](isobutyl)amino]propylcarbamate). The product is C(#N)C=1C=C(COC2=CC=C(C[C@@H]([C@@H](CN(CC(C)C)S(=O)(=O)C3=CC(=C(C=C3)O)C)O)NC(OC3COC4OCCC43)=O)C=C2)C=CC1 (hexahydrofuro[2,3-b]furan-3-yl (1S,2R)-1-{4-[(3-cyanobenzyl)oxy]benzyl}-2-hydroxy-3-[[(4-hydroxy-3-methylphenyl)sulfonyl](isobutyl)amino]propylcarbamate). RXN SMILES: [C:1](C1C=C(C=CC=1)COC1C=CC(C[C@]2(S(C3C=CC4OCOC=4C=3)(=O)=O)[C@@H](CC(C)C)OC(C)(C)N2CN)=CC=1)#[N:2].[CH2:43]([O:50][C:51]1[CH:89]=[CH:88][C:54]([CH2:55][C@H:56]([NH:76][C:77](=[O:87])[O:78][C@@H:79]2[C@H:86]3[C@H:82]([O:83][CH2:84][CH2:85]3)[O:81][CH2:80]2)[C@H:57]([OH:75])[CH2:58][N:59]([S:64]([C:67]2[CH:72]=[CH:71][C:70]([OH:73])=[C:69]([CH3:74])[CH:68]=2)(=[O:66])=[O:65])[CH2:60][CH:61]([CH3:63])[CH3:62])=[CH:53][CH:52]=1)[C:44]1[CH:49]=[CH:48][CH:47]=[CH:46][CH:45]=1>>[C:1]([C:48]1[CH:49]=[C:44]([CH:45]=[CH:46][CH:47]=1)[CH2:43][O:50][C:51]1[CH:52]=[CH:53][C:54]([CH2:55][C@H:56]([NH:76][C:77](=[O:87])[O:78][CH:79]2[CH:86]3[CH:82]([O:83][CH2:84][CH2:85]3)[O:81][CH2:80]2)[C@H:57]([OH:75])[CH2:58][N:59]([S:64]([C:67]2[CH:72]=[CH:71][C:70]([OH:73])=[C:69]([CH3:74])[CH:68]=2)(=[O:65])=[O:66])[CH2:60][CH:61]([CH3:62])[CH3:63])=[CH:88][CH:89]=1)#[N:2]. Reported procedure: The alkylation step was carried out as described for N-(3R,3aS,6aR)-Hexahydrofuro[2,3-b]furan-3-yl-oxycarbonyl-, (4S,5R)-4-[4-(3-cyanobenzyloxy)-benzyl]-5-i-butyl-[(3,4-methylenedioxyphenyl)sulfonyl]-aminomethyl-2,2-dimethyl-oxazolidine. The deacetylation step was carried out as described previously for (3R,3aS,6aR)-hexahydrofuro[2,3-b]furan-3-yl (1S,2R)-1-[4-(benzyloxy)benzyl]-2-hydroxy-3-[[(4-hydroxy-3-methylphenyl)sulfonyl](isobutyl)amino]propylcarbamate. The final product was isolated by pre... The reactants are Cl.ClC1=C(C=C(C=N1)CN)C ((6-chloro-5-methylpyridin-3-yl)methanamine HCl salt), FC(C1=NC=CC(=C1)B(O)O)(F)F (2-(trifluoromethyl)pyridin-4-ylboronic acid), COC=1C=CC=C(C1C=2C=CC=CC2P(C3CCCCC3)C4CCCCC4)OC (S-Phos), P(=O)([O-])([O-])[O-].[K+].[K+].[K+] (potassium phosphate). Reagents/catalysts: CC(=O)[O-].CC(=O)[O-].[Pd+2] (Pd(OAc)2). Run in CC(CC)O (2-butanol). Run at temperature 100 celsius, time 10 hour. Yields the product FC(C1=NC=CC(=C1)C1=NC=C(C=C1)CN)(F)F ((2′-(trifluoromethyl)-2,4′-bipyridin-5-yl)methanamine). RXN SMILES: Cl.Cl[C:3]1[N:8]=[CH:7][C:6]([CH2:9][NH2:10])=[CH:5][C:4]=1C.[F:12][C:13]([F:24])([F:23])[C:14]1[CH:19]=[C:18](B(O)O)[CH:17]=[CH:16][N:15]=1.COC1C=CC=C(OC)C=1C1C=CC=CC=1P(C1CCCCC1)C1CCCCC1.P([O-])([O-])([O-])=O.[K+].[K+].[K+]>CC([O-])=O.CC([O-])=O.[Pd+2].CC(O)CC>[F:12][C:13]([F:24])([F:23])[C:14]1[CH:19]=[C:18]([C:3]2[CH:4]=[CH:5][C:6]([CH2:9][NH2:10])=[CH:7][N:8]=2)[CH:17]=[CH:16][N:15]=1 |f:0.1,4.5.6.7,8.9.10|. Procedure details: To a flask containing (6-chloro-5-methylpyridin-3-yl)methanamine 30-4 (500 mg, 2.20 mmol), 2-(trifluoromethyl)pyridin-4-ylboronic acid 33-1 (418 mg, 2.20 mmol), Pd(OAc)2 (29 mg, 0.11 mmol), S-Phos (91 mg, 0.22 mmol) and potassium phosphate (1.40 g, 6.60 mmol) under Argon was added 2-butanol (4 mL). The mixture was stirred at 100° C. for 10 hours. After cooling to room temperature, the mixture was filtered through celite cake. The filtrate was diluted with ethyl acetate, washed with H2O and brine... Starting materials: Cc1[nH]c(C=O)c(C)c1CCC(=O)O, C1CCNCC1, CCO, O=C1Cc2ccc(N3CCOCC3)cc2N1. The product is Cc1[nH]c(C=C2C(=O)Nc3cc(N4CCOCC4)ccc32)c(C)c1CCC(=O)O. As a reaction SMILES: [C:1](=[O:2])([OH:3])[CH2:4][CH2:5][c:6]1[c:7]([CH3:14])[nH:8][c:9]([CH:12]=[O:13])[c:10]1[CH3:11].[CH2:31]1[CH2:32][CH2:33][NH:34][CH2:35][CH2:36]1.[CH3:37][CH2:38][OH:39].[O:15]1[CH2:16][CH2:17][N:18]([c:21]2[cH:22][cH:23][c:24]3[c:28]([cH:29]2)[NH:27][C:26](=[O:30])[CH2:25]3)[CH2:19][CH2:20]1>>[C:1](=[O:2])([OH:3])[CH2:4][CH2:5][c:6]1[c:7]([CH3:14])[nH:8][c:9]([CH:12]=[C:25]2[c:24]3[cH:23][cH:22][c:21]([N:18]4[CH2:17][CH2:16][O:15][CH2:20][CH2:19]4)[cH:29][c:28]3[NH:27][C:26]2=[O:30])[c:10]1[CH3:11].